From a dataset of the Open Reaction Database (ORD), a public repository of structured organic reaction records. describe an organic reaction: reactants, conditions, products, and yield Reactants: O (water), solution, [H-].[Al+3].[Li+].[H-].[H-].[H-] (lithium aluminum hydride), C(C)(C)C1=NC(=C(C(=C1C(=O)OCC)C1=CC=CC=C1)C(=O)OCC)C(C)C (Diethyl 2,6-diisopropyl-4-phenyl-pyridine-3,5-dicarboxylate). Run in CCOCC (ether), O1CCCC1 (tetrahydrofuran). Reaction conditions: time 8 hour. The product is OCC=1C(=NC(=C(C1C1=CC=CC=C1)CO)C(C)C)C(C)C (3,5-Dihydroxymethyl-2,6-diisopropyl-4-phenyl-pyridine). RXN SMILES: [H-].[Al+3].[Li+].[H-].[H-].[H-].[CH:7]([C:10]1[C:15]([C:16](OCC)=[O:17])=[C:14]([C:21]2[CH:26]=[CH:25][CH:24]=[CH:23][CH:22]=2)[C:13]([C:27](OCC)=[O:28])=[C:12]([CH:32]([CH3:34])[CH3:33])[N:11]=1)([CH3:9])[CH3:8].O>CCOCC.O1CCCC1>[OH:17][CH2:16][C:15]1[C:10]([CH:7]([CH3:9])[CH3:8])=[N:11][C:12]([CH:32]([CH3:33])[CH3:34])=[C:13]([CH2:27][OH:28])[C:14]=1[C:21]1[CH:26]=[CH:25][CH:24]=[CH:23][CH:22]=1 |f:0.1.2.3.4.5|. Procedure details: 40.5 ml (40.5 mmol) of a 1 molar solution of lithium aluminum hydride in ether are added dropwise under nitrogen to a solution of 6.4 g (16.2 mmol) of the compound from Example 11 in 100 ml of dry tetrahydrofuran at 0° C. The mixture is stirred overnight at room temperature, warmed to 50° C. for 3 h and cooled again to 0° C. 200 ml of water are cautiously added dropwise to the mixture, and it is filtered over kieselguhr with suction and washed with 250 ml of ether. The organic phase is separated...